This data is from the Open Reaction Database (ORD), a public repository of structured organic reaction records. The task is: describe an organic reaction: reactants, conditions, products, and yield Starting materials: NCCCC1CN(CCO1)CC1=CC=CC=C1 (2-(3-aminopropyl)-4-benzylmorpholine), NC1=CC(=C(C(=O)O)C=C1Cl)OC (4-amino-5-chloro-2-methoxybenzoic acid), Cl.C(C)N=C=NCCCN(C)C (1-ethyl-3-(3-dimethylaminopropyl)carbodiimide hydrochloride). Solvent: ClCCl (dichloromethane). Reaction conditions: temperature 25 celsius, time 4 hour. The product is NC1=CC(=C(C(=O)NCCCC2CN(CCO2)CC2=CC=CC=C2)C=C1Cl)OC (4-amino-N-[3-(4-benzyl-2-morpholinyl)propyl]-5-chloro-2-methoxybenzamide). Yield: 70.9%. RXN SMILES: [NH2:1][CH2:2][CH2:3][CH2:4][CH:5]1[O:10][CH2:9][CH2:8][N:7]([CH2:11][C:12]2[CH:17]=[CH:16][CH:15]=[CH:14][CH:13]=2)[CH2:6]1.[NH2:18][C:19]1[C:27]([Cl:28])=[CH:26][C:22]([C:23](O)=[O:24])=[C:21]([O:29][CH3:30])[CH:20]=1.Cl.C(N=C=NCCCN(C)C)C>ClCCl>[NH2:18][C:19]1[C:27]([Cl:28])=[CH:26][C:22]([C:23]([NH:1][CH2:2][CH2:3][CH2:4][CH:5]2[O:10][CH2:9][CH2:8][N:7]([CH2:11][C:12]3[CH:17]=[CH:16][CH:15]=[CH:14][CH:13]=3)[CH2:6]2)=[O:24])=[C:21]([O:29][CH3:30])[CH:20]=1 |f:2.3|. Procedure: To a mixture of 2-(3-aminopropyl)-4-benzylmorpholine (2.0 g), 4-amino-5-chloro-2-methoxybenzoic acid (1.7 g) and dichloromethane (40 ml), 1-ethyl-3-(3-dimethylaminopropyl)carbodiimide hydrochloride (1.8 g) is added, and the mixture is stirred at 25° C. for 4 hours. The reaction mixture is washed successively with water, 10% aqueous sodium hydroxide solution and saturated aqueous sodium chloride solution, dried over magnesium sulfate, and evaporated under reduced pressure. The residue is dissolve...